From a dataset of the Open Reaction Database (ORD), a public repository of structured organic reaction records. describe an organic reaction: reactants, conditions, products, and yield Reactants: O=C(O)CC1CC1, Cl, NC1CCC(CCN2CCC(c3cccc4c3OCO4)CC2)CC1. The product is O=C(CC1CC1)NC1CCC(CCN2CCC(c3cccc4c3OCO4)CC2)CC1. Reaction SMILES: [CH:26]1([CH2:29][C:30](=[O:31])[OH:32])[CH2:27][CH2:28]1.[ClH:1].[O:2]1[CH2:3][O:4][c:5]2[c:6]1[cH:7][cH:8][cH:9][c:10]2[CH:11]1[CH2:12][CH2:13][N:14]([CH2:17][CH2:18][CH:19]2[CH2:20][CH2:21][CH:22]([NH2:25])[CH2:23][CH2:24]2)[CH2:15][CH2:16]1>>[O:2]1[CH2:3][O:4][c:5]2[c:6]1[cH:7][cH:8][cH:9][c:10]2[CH:11]1[CH2:12][CH2:13][N:14]([CH2:17][CH2:18][CH:19]2[CH2:20][CH2:21][CH:22]([NH:25][C:30]([CH2:29][CH:26]3[CH2:27][CH2:28]3)=[O:31])[CH2:23][CH2:24]2)[CH2:15][CH2:16]1. Reactants: CN(C)CC1NCCC2=CC=CC=C12 (1-dimethylaminomethyl-1,2,3,4-tetrahydroisoquinoline), C1(CCCCC1)N=C=NC1CCCCC1 (dicyclohexylcarbodiimide), C(Cl)Cl (CH2Cl2), BrC1=CC=C(C=C1)CC(=O)O (4-bromophenylaceticacid). Yields the product Cl.BrC1=CC=C(C=C1)CC(=O)N1C(C2=CC=CC=C2CC1)CN(C)C (2-(4-bromophenylacetyl)-1-dimethylaminomethyl-1,2,3,4-tetrahydroisoquinoline hydrochloride). As a reaction SMILES: [CH3:1][N:2]([CH2:4][CH:5]1[C:14]2[C:9](=[CH:10][CH:11]=[CH:12][CH:13]=2)[CH2:8][CH2:7][NH:6]1)[CH3:3].[Br:15][C:16]1[CH:21]=[CH:20][C:19]([CH2:22][C:23](O)=[O:24])=[CH:18][CH:17]=1.C1(N=C=NC2CCCCC2)CCCCC1.C(Cl)[Cl:42]>>[ClH:42].[Br:15][C:16]1[CH:21]=[CH:20][C:19]([CH2:22][C:23]([N:6]2[CH2:7][CH2:8][C:9]3[C:14](=[CH:13][CH:12]=[CH:11][CH:10]=3)[CH:5]2[CH2:4][N:2]([CH3:1])[CH3:3])=[O:24])=[CH:18][CH:17]=1 |f:4.5|. Procedure: Prepared as Ex. No. 1 by coupling 800 mg of 1-dimethylaminomethyl-1,2,3,4-tetrahydroisoquinoline and 1.05 g of (4-bromophenylaceticacid, dissolved in 35 ml of CH2Cl2, in the presence of 1.3 g of dicyclohexylcarbodiimide. Starting materials: [N+](=O)([O-])C=1C(=CC=C2C=CN=CC12)C(F)(F)F (8-nitro-7-trifluoromethylisoquinoline), C(C)(=O)O (acetic acid), [OH-].[NH4+] (ammonium hydroxide). The reagents and catalysts are [Zn] (zinc). Solvent: C(C)O (ethanol), O (water). Product: NC=1C(=CC=C2C=CN=CC12)C(F)(F)F (8-amino-7-trifluoromethylisoquinoline). RXN SMILES: [N+:1]([C:4]1[C:5]([C:14]([F:17])([F:16])[F:15])=[CH:6][CH:7]=[C:8]2[C:13]=1[CH:12]=[N:11][CH:10]=[CH:9]2)([O-])=O.C(O)(=O)C.[OH-].[NH4+]>C(O)C.O.[Zn]>[NH2:1][C:4]1[C:5]([C:14]([F:17])([F:15])[F:16])=[CH:6][CH:7]=[C:8]2[C:13]=1[CH:12]=[N:11][CH:10]=[CH:9]2 |f:2.3|. Procedure details: According to the procedure in Example 12, 8-nitro-7-trifluoromethylisoquinoline is heated with zinc and acetic acid in ethanol and water on a steam bath for five minutes and the reaction mixture is cooled, made alkaline with aqueous ammonium hydroxide and extracted with ethyl acetate. Removing the solvent from the extract in vacuo gives, as the residue, 8-amino-7-trifluoromethylisoquinoline. The reactants are C1CCOC1, Cc1nc(C)c(CO)s1. Product: Cc1nc(C)c(C=O)s1. Reaction SMILES: [CH2:10]1[O:11][CH2:12][CH2:13][CH2:14]1.[CH3:1][c:2]1[s:3][c:4]([CH2:8][OH:9])[c:5]([CH3:7])[n:6]1>>[CH3:1][c:2]1[s:3][c:4]([CH:8]=[O:9])[c:5]([CH3:7])[n:6]1. Reactants: N1(CCCCC1)C1CCNCC1 (4-(Piperidin-1-yl)piperidine), C([O-])([O-])=O.[Cs+].[Cs+] (cesium carbonate), CN(C)C=O (DMF), ClC1=NC=C(C=N1)Br (2-chloro-5-bromopyrimidine). The solvent is O (Water). Reaction conditions: time 16 hour. Yields the product N1(CCCCC1)C1CCN(CC1)C1=NC=C(C=N1)Br (2-[4-(piperidin-1-yl)piperidin-1-yl]-5-bromopyrimidine). Yield: 68.8%. As a reaction SMILES: [N:1]1([CH:7]2[CH2:12][CH2:11][NH:10][CH2:9][CH2:8]2)[CH2:6][CH2:5][CH2:4][CH2:3][CH2:2]1.C(=O)([O-])[O-].[Cs+].[Cs+].CN(C=O)C.Cl[C:25]1[N:30]=[CH:29][C:28]([Br:31])=[CH:27][N:26]=1>O>[N:1]1([CH:7]2[CH2:12][CH2:11][N:10]([C:25]3[N:30]=[CH:29][C:28]([Br:31])=[CH:27][N:26]=3)[CH2:9][CH2:8]2)[CH2:6][CH2:5][CH2:4][CH2:3][CH2:2]1 |f:1.2.3|. Procedure details: 4-(Piperidin-1-yl)piperidine (342 mg, 2.03 mmols) and cesium carbonate (764 mg, 2.34 mmols) were added to DMF solution (10 ml) of 2-chloro-5-bromopyrimidine (300 mg, 1.56 mmols), and stirred at room temperature for 16 hours. Water was added to the reaction mixture, which was then extracted with ethyl acetate. The organic layer was washed with saturated saline solution, dried with anhydrous sodium sulfate, and then concentrated under reduced pressure. The residue was purified through silica gel c... The reactants are Cl (hydrochloric acid), OC1(C2=C(NC(C1)=O)NN=C2C2CCN(CC2)C=2N=NC(=CC2)OC(C)C)C(F)(F)F (4-Hydroxy-3-{1-[6-(propan-2-yloxy)pyridazin-3-yl]piperidin-4-yl}-4-(trifluoromethyl)-1,4,5,7-tetrahydro-6H-pyrazolo[3,4-b]pyridin-6-one). The solvent is C(C)O (ethanol). Yields the product Cl.OC1(C2=C(NC(C1)=O)NN=C2C2CCN(CC2)C=2N=NC(=CC2)OC(C)C)C(F)(F)F (4-Hydroxy-3-{1-[6-(propan-2-yloxy)pyridazin-3-yl]piperidin-4-yl}-4-(trifluoromethyl)-1,4,5,7-tetrahydro-6H-pyrazolo[3,4-b]pyridin-6-one hydrochloride). Yield: 81.3%. RXN SMILES: [ClH:1].[OH:2][C:3]1([C:29]([F:32])([F:31])[F:30])[CH2:8][C:7](=[O:9])[NH:6][C:5]2[NH:10][N:11]=[C:12]([CH:13]3[CH2:18][CH2:17][N:16]([C:19]4[N:20]=[N:21][C:22]([O:25][CH:26]([CH3:28])[CH3:27])=[CH:23][CH:24]=4)[CH2:15][CH2:14]3)[C:4]1=2>C(O)C>[ClH:1].[OH:2][C:3]1([C:29]([F:30])([F:31])[F:32])[CH2:8][C:7](=[O:9])[NH:6][C:5]2[NH:10][N:11]=[C:12]([CH:13]3[CH2:18][CH2:17][N:16]([C:19]4[N:20]=[N:21][C:22]([O:25][CH:26]([CH3:28])[CH3:27])=[CH:23][CH:24]=4)[CH2:15][CH2:14]3)[C:4]1=2 |f:3.4|. Reported procedure: 1 N hydrochloric acid (0.295 mL, 0.295 mmol) was added dropwise at room temperature to a suspension of 4-hydroxy-3-{1-[6-(propan-2-yloxy)pyridazin-3-yl]piperidin-4-yl}-4-(trifluoromethyl)-1,4,5,7-tetrahydro-6H-pyrazolo[3,4-b]pyridin-6-one (100 mg, 0.227 mmol) produced in Example 17 in ethanol (2 mL). Then, the solvent in the reaction solution was distilled off under reduced pressure. THF was added to the obtained residue, and the resulting suspension was stirred. The resulting precipitate was co... Reactants: [Br-], C[Mg+], CC#CCCC(=O)C=CC1CCC2OC(=O)CC12. Yields the product CC#CCCC(C)(O)C=CC1CCC2OC(=O)CC12. Reaction SMILES: [Br-:19].[CH3:20][Mg+:21].[O:1]=[C:2]([CH:3]=[CH:4][CH:5]1[CH:6]2[CH2:7][C:8](=[O:13])[O:9][CH:10]2[CH2:11][CH2:12]1)[CH2:14][CH2:15][C:16]#[C:17][CH3:18]>>[OH:1][C:2]([CH:3]=[CH:4][CH:5]1[CH:6]2[CH2:7][C:8](=[O:13])[O:9][CH:10]2[CH2:11][CH2:12]1)([CH2:14][CH2:15][C:16]#[C:17][CH3:18])[CH3:20]. Reactants: CC(C)(C)OC(=O)N(c1ccc(C=CC(=O)O)cn1)C1CCN(Cc2ccc(C(=O)c3ccccc3)cc2)C1, CCN=C=NCCCN(C)C, Cl, Cl, [Na+], O=C([O-])O, NOC1CCCCO1, O, On1nnc2ccccc21. Product: CC(C)(C)OC(=O)N(c1ccc(C=CC(=O)NOC2CCCCO2)cn1)C1CCN(Cc2ccc(C(=O)c3ccccc3)cc2)C1. As a reaction SMILES: [C:3]([c:4]1[cH:5][cH:6][cH:7][cH:8][cH:9]1)(=[O:10])[c:11]1[cH:12][cH:13][c:14]([CH2:15][N:16]2[CH2:17][CH:18]([N:21]([c:22]3[cH:23][cH:24][c:25]([CH:28]=[CH:29][C:30](=[O:31])[OH:32])[cH:26][n:27]3)[C:33](=[O:34])[O:35][C:36]([CH3:37])([CH3:38])[CH3:39])[CH2:19][CH2:20]2)[cH:40][cH:41]1.[CH3:60][N:61]([CH3:62])[CH2:63][CH2:64][CH2:65][N:66]=[C:67]=[N:68][CH2:69][CH3:70].[ClH:1].[ClH:2].[Na+:75].[O-:71][C:72]([OH:73])=[O:74].[O:42]1[CH:43]([O:48][NH2:49])[CH2:44][CH2:45][CH2:46][CH2:47]1.[OH2:76].[OH:50][n:51]1[c:52]2[cH:53][cH:54][cH:55][cH:56][c:57]2[n:58][n:59]1>>[C:3]([c:4]1[cH:5][cH:6][cH:7][cH:8][cH:9]1)(=[O:10])[c:11]1[cH:12][cH:13][c:14]([CH2:15][N:16]2[CH2:17][CH:18]([N:21]([c:22]3[cH:23][cH:24][c:25]([CH:28]=[CH:29][C:30](=[O:31])[NH:49][O:48][CH:43]4[O:42][CH2:47][CH2:46][CH2:45][CH2:44]4)[cH:26][n:27]3)[C:33](=[O:34])[O:35][C:36]([CH3:37])([CH3:38])[CH3:39])[CH2:19][CH2:20]2)[cH:40][cH:41]1. Reactants: N(N)C1=NC=CC=C1 (2-hydrazinopyridine), C(CC(=O)C)(=O)OCC (ethyl acetoacetate). Solvent: C(C)(=O)O (acetic acid). Product: CC=1NN(C(C1)=O)C1=NC=CC=C1 (3-Methyl-1-pyridin-2-yl-3-pyrazolin-5-one). RXN SMILES: [NH:1]([C:3]1[CH:8]=[CH:7][CH:6]=[CH:5][N:4]=1)[NH2:2].[C:9](OCC)(=[O:14])[CH2:10][C:11]([CH3:13])=O>C(O)(=O)C>[CH3:13][C:11]1[NH:2][N:1]([C:3]2[CH:8]=[CH:7][CH:6]=[CH:5][N:4]=2)[C:9](=[O:14])[CH:10]=1. Procedure details: A solution of 2-hydrazinopyridine (1.35 g; 0.012 mol.) and ethyl acetoacetate (1.60 mL; 0.012 mol.) in glacial acetic acid (50.0 mL) was stirred and heated at 100° for 24 h.